Task: describe an organic reaction: reactants, conditions, products, and yield. Dataset: the Open Reaction Database (ORD), a public repository of structured organic reaction records The reactants are N#CCCOP(Cl)Cl, CCOCC, CC(C)NC(C)C. The product is CC(C)N(C(C)C)P(Cl)OCCC#N. As a reaction SMILES: [C:8](#[N:9])[CH2:10][CH2:11][O:12][P:13]([Cl:14])[Cl:15].[CH3:16][CH2:17][O:18][CH2:19][CH3:20].[CH:1]([CH3:2])([CH3:3])[NH:4][CH:5]([CH3:6])[CH3:7]>>[CH:1]([CH3:2])([CH3:3])[N:4]([CH:5]([CH3:6])[CH3:7])[P:13]([O:12][CH2:11][CH2:10][C:8]#[N:9])[Cl:14]. Reactants: OO (hydrogen peroxide), C(=O)OO (performic acid), CN1N=NN=C1SCC1=NC=CC=C1 (1-Methyl-5-(2-pyridyl)methylthio-1,2,3,4-tetrazole), S(=O)(O)[O-].[Na+] (Sodium hydrogensulfite). Solvent: C(=O)O (formic acid), O (Water). Run at time 5 hour. Yields the product N1=C(C=CC=C1)CS(=O)C1=NN=NN1C (1-methyl-1,2,3,4-tetrazol-5-yl 2-pyridylmethyl sulfoxide). RXN SMILES: [CH3:1][N:2]1[C:6]([S:7][CH2:8][C:9]2[CH:14]=[CH:13][CH:12]=[CH:11][N:10]=2)=[N:5][N:4]=[N:3]1.OO.S([O-])(O)=[O:18].[Na+].C(OO)=O>C(O)=O.O>[N:10]1[CH:11]=[CH:12][CH:13]=[CH:14][C:9]=1[CH2:8][S:7]([C:6]1[N:2]([CH3:1])[N:3]=[N:4][N:5]=1)=[O:18] |f:2.3|. Reported procedure: 1-Methyl-5-(2-pyridyl)methylthio-1,2,3,4-tetrazole (2.0 g) is dissolved in formic acid (20 ml), and thereto is added with stirring 30% hydrogen peroxide (1.3 g) at room temperature, and the mixture is stirred for 5 hours. Sodium hydrogensulfite is added to the mixture under ice-cooling in order to decompose excess performic acid. Water is added to the mixture and it is extracted with chloroform. Chloroform solution is washed with water and saturated aqueous sodium bicarbonate and dried over magn... The reactants are CC(CCCS(=O)(=O)[O-])(C)C (3,3-dimethylbutylmethanesulphonate), [H-].[Na+] (Sodium hydride), oil, O=C1CC(N(C2=C(N1)C=CC=C2)C2=CC=CC=C2)=O (2,4-dioxo-5-phenyl-2,3,4,5-tetrahydro-1H-1,5-benzodiazepine), 2h. Run in CN(C=O)C (dimethylformamide), CN(C=O)C (dimethylformamide). Reaction conditions: time 30 minute. Yields the product CC(CCN1C(CC(N(C2=C1C=CC=C2)C2=CC=CC=C2)=O)=O)(C)C (1-(3,3-Dimethylbut-1-yl)-2,4-dioxo-5-phenyl-2,3,4,5-tetrahydro-1H-1,5-benzodiazepine). Isolated yield 42.8%. RXN SMILES: [H-].[Na+].[O:3]=[C:4]1[NH:10][C:9]2[CH:11]=[CH:12][CH:13]=[CH:14][C:8]=2[N:7]([C:15]2[CH:20]=[CH:19][CH:18]=[CH:17][CH:16]=2)[C:6](=[O:21])[CH2:5]1.[CH3:22][C:23]([CH3:32])([CH3:31])[CH2:24][CH2:25]CS([O-])(=O)=O>CN(C)C=O>[CH3:22][C:23]([CH3:32])([CH3:31])[CH2:24][CH2:25][N:10]1[C:9]2[CH:11]=[CH:12][CH:13]=[CH:14][C:8]=2[N:7]([C:15]2[CH:16]=[CH:17][CH:18]=[CH:19][CH:20]=2)[C:6](=[O:21])[CH2:5][C:4]1=[O:3] |f:0.1|. Reported procedure: Sodium hydride 80% dispersion in oil (0.10 g) was added portionwise to a solution of 2,4-dioxo-5-phenyl-2,3,4,5-tetrahydro-1H-1,5-benzodiazepine (0.7 g) in dry dimethylformamide (60 ml). The reaction mixture was stirred for 30 min, then a solution of 3,3-dimethylbutylmethanesulphonate (0.575 g) in dry dimethylformamide (3 ml) was added. The reaction mixture was stirred at 90° for 50 min at 23° for 15 h, at 90° for 2h and at 140° for 45 min, then concentrated in vacuo. The residue was diluted wit... Starting materials: O (water), FC1(OC2=C(NC1=O)C=CC(=C2)[N+](=O)[O-])F (2,2-difluoro-7-nitro-4H-1,4-benzoxazin-3-one), CI (MeI), C(=O)([O-])[O-].[K+].[K+] (K2CO3). The solvent is CN(C)C=O (DMF). Product: FC1(OC2=C(N(C1=O)C)C=CC(=C2)[N+](=O)[O-])F (2,2-difluoro-4-methyl-7-nitro-4H-1,4-benzoxazin-3-one). RXN SMILES: [F:1][C:2]1([F:16])[C:7](=[O:8])[NH:6][C:5]2[CH:9]=[CH:10][C:11]([N+:13]([O-:15])=[O:14])=[CH:12][C:4]=2[O:3]1.[C:17]([O-])([O-])=O.[K+].[K+].CI.O>CN(C=O)C>[F:16][C:2]1([F:1])[C:7](=[O:8])[N:6]([CH3:17])[C:5]2[CH:9]=[CH:10][C:11]([N+:13]([O-:15])=[O:14])=[CH:12][C:4]=2[O:3]1 |f:1.2.3|. Reported procedure: To a stirred suspension of 2,2-difluoro-7-nitro-4H-1,4-benzoxazin-3-one (WO 99/40094, 2.16 g, 9.38 mmol) in DMF (10 mL) is added K2CO3 (1.94 g, 14.07 mmol) followed by addition of MeI (0.87 mL, 14.07 mmol). The resulting solution is stirred over night at room temperature. To this reaction mixture is added water (50 mL), and the resulting solution is extracted with EtOAc (50 mL×3). The combined organic phases are washed with water (50 mL) and saline (50 mL), dried over Na2SO4 and concentrated und... Starting materials: [NH4+].[O-][V](=O)=O (ammonium metavanadate), [W] (ammonium paratungstate), O.O.O.O.[Ti] (metatitanic acid). Run in O (water). Product: [O-2].[Ti+4].[O-2] (titanium oxide), [W]=O (tungsten oxide), [O-2].[O-2].[O-2].[O-2].[O-2].[V+5].[V+5] (vanadium pentoxide). RXN SMILES: [W:1].[OH2:2].O.O.O.[Ti:6].[NH4+].[O-:8][V:9](=O)=O>O>[O-2:8].[Ti+4:6].[O-2:2].[W:1]=[O:2].[O-2:8].[O-2:8].[O-2:8].[O-2:8].[O-2:8].[V+5:9].[V+5:9] |f:1.2.3.4.5,6.7,9.10.11,13.14.15.16.17.18.19|. Procedure details: A predetermined amount of an aqueous solution of ammonium paratungstate was added to metatitanic acid, and the mixture was calcined. An aqueous solution of ammonium metavanadate was added to the calcination product, and proper amounts of a molding adjuvant and water were added, followed by kneading the mixture. The kneading product was extruded into a lattice form (width 150 mm, height 150 mm, length 885 mm, pitch size 7 mm) by an extruder. The extrudate was dried (120° C.) and calcined (550° C....